From a dataset of the Open Reaction Database (ORD), a public repository of structured organic reaction records. describe an organic reaction: reactants, conditions, products, and yield Reactants: CC(C)(C)OC(=O)N1CCCC(CCCOCc2ccccc2)C1, ClCCl, O=C(O)C(F)(F)F, O. Product: c1ccc(COCCCC2CCCNC2)cc1. RXN SMILES: [CH2:1]([c:2]1[cH:3][cH:4][cH:5][cH:6][cH:7]1)[O:8][CH2:9][CH2:10][CH2:11][CH:12]1[CH2:13][N:14]([C:18]([O:19][C:20]([CH3:21])([CH3:22])[CH3:23])=[O:24])[CH2:15][CH2:16][CH2:17]1.[Cl:32][CH2:33][Cl:34].[F:25][C:26]([F:27])([F:28])[C:29]([OH:30])=[O:31].[OH2:35]>>[CH2:1]([c:2]1[cH:3][cH:4][cH:5][cH:6][cH:7]1)[O:8][CH2:9][CH2:10][CH2:11][CH:12]1[CH2:13][NH:14][CH2:15][CH2:16][CH2:17]1.